This data is from the Open Reaction Database (ORD), a public repository of structured organic reaction records. The task is: describe an organic reaction: reactants, conditions, products, and yield RXN SMILES: [C:1]([O:5][C:6]([NH:8][C@@H:9]([CH2:17][C:18]1[CH:23]=[CH:22][C:21]([C:24]2[CH:29]=[CH:28][CH:27]=[CH:26][CH:25]=2)=[CH:20][CH:19]=1)[C:10]([NH:12][CH2:13][CH2:14][C:15]#[N:16])=O)=[O:7])([CH3:4])([CH3:3])[CH3:2].C1(P(C2C=CC=CC=2)C2C=CC=CC=2)C=CC=CC=1.N(C(OCC)=O)=NC(OCC)=O.C[Si]([N:65]=[N+:66]=[N-:67])(C)C>C1COCC1>[C:1]([O:5][C:6]([NH:8][C@H:9]([C:10]1[N:12]([CH2:13][CH2:14][C:15]#[N:16])[N:67]=[N:66][N:65]=1)[CH2:17][C:18]1[CH:23]=[CH:22][C:21]([C:24]2[CH:29]=[CH:28][CH:27]=[CH:26][CH:25]=2)=[CH:20][CH:19]=1)=[O:7])([CH3:4])([CH3:3])[CH3:2]. Reaction conditions: time 18 hour. The reactants are Ceric ammonium nitrate, C1(=CC=CC=C1)P(C1=CC=CC=C1)C1=CC=CC=C1 (triphenyl phosphine), N(=NC(=O)OCC)C(=O)OCC (DEAD), C[Si](C)(C)N=[N+]=[N-] (trimethylsilyl azide), C[Si](C)(C)N=[N+]=[N-] (trimethylsilyl azide), N(=NC(=O)OCC)C(=O)OCC (diethyl azodicarboxylate), C(C)(C)(C)OC(=O)N[C@H](C(=O)NCCC#N)CC1=CC=C(C=C1)C1=CC=CC=C1 ((S)-2-t-butoxycarbonylamino-3-biphenyl-4-yl-N-(2-cyanoethyl)-propionamide), C1(=CC=CC=C1)P(C1=CC=CC=C1)C1=CC=CC=C1 (triphenylphosphine). Procedure details: To a stirred solution of (S)-2-t-butoxycarbonylamino-3-biphenyl-4-yl-N-(2-cyanoethyl)-propionamide (18 g, 45.7 mmol) in THF (375 mL) under nitrogen is added triphenylphosphine (12 g, 45.7 mmol). The solution is cooled to 0° and treated with diethyl azodicarboxylate (DEAD, 7.2 mL, 24.3 mmol) followed by trimethylsilyl azide (3.2 mL, 24.3 mmol). The solution is warmed up to room temperature and stirred for 18 hours. One additional equivalent of triphenyl phosphine (12 g, 45.7 mmol), DEAD (7.2 mL, ... The solvent is C1CCOC1 (THF). Product: C(C)(C)(C)OC(=O)N[C@@H](CC1=CC=C(C=C1)C1=CC=CC=C1)C1=NN=NN1CCC#N ((S)-3-[5-(1-t-butoxycarbonylamino-2-biphenyl-4-yl-ethyl)tetrazol-1-yl]-propionitrile). The reactants are C(#N)C1=CC=C2C=C(C=NC2=C1)N1C(CN(CC1)C(=O)OC(C)(C)C)=O (tert-Butyl 4-(7-cyanoquinolin-3-yl)-3-oxopiperazine-1-carboxylate), C(=O)(C(F)(F)F)O (TFA). Reaction conditions: time 20 minute. Product: O=C1N(CCNC1)C=1C=NC2=CC(=CC=C2C1)C#N (3-(2-Oxopiperazin-1-yl) quinoline-7-carbonitrile). Reaction SMILES: [C:1]([C:3]1[CH:12]=[C:11]2[C:6]([CH:7]=[C:8]([N:13]3[CH2:18][CH2:17][N:16](C(OC(C)(C)C)=O)[CH2:15][C:14]3=[O:26])[CH:9]=[N:10]2)=[CH:5][CH:4]=1)#[N:2].C(O)(C(F)(F)F)=O>>[O:26]=[C:14]1[CH2:15][NH:16][CH2:17][CH2:18][N:13]1[C:8]1[CH:9]=[N:10][C:11]2[C:6]([CH:7]=1)=[CH:5][CH:4]=[C:3]([C:1]#[N:2])[CH:12]=2. Reported procedure: tert-Butyl 4-(7-cyanoquinolin-3-yl)-3-oxopiperazine-1-carboxylate (0.030 g, 0.099 mmol) was treated with TFA (2 mL) and stirred for 20 minutes. Analysis of the reaction mixture by LC indicated that reaction had gone to completion. The solution was concentrated in vacuo and crude was azetroped with dichloroethane (3×8 mL) to furnish the title product. LC/MS (IE, m/z): [M+1]+=253. Reactants: CN1CCC(CC1)=C1C2=C(CCC3=C1C=C(C=C3)C(=O)OCC)C=CC=C2 (1-methyl-4-(10,11-dihydro-3-ethoxycarbonyl-5H-dibenzo[a,d]cyclohepten-5-ylidene)piperidine), [H-].[H-].[H-].[H-].[Li+].[Al+3] (LiAlH4), S(=O)(=O)([O-])[O-].[Mg+2] (magnesium sulfate), [Cl-].[NH4+] (ammonium chloride). Run at time 1 hour. Run in CCOCC (ether), CCOCC (ether), CCOCC (ether). Yields the product CN1CCC(CC1)=C1C2=C(CCC3=C1C=C(C=C3)CO)C=CC=C2 (1-methyl-4-(10,11-dihydro-3-hydroxymethyl-5H-dibenzo[a,d]-cyclohepten-5-ylidene)piperidine). As a reaction SMILES: [CH3:1][N:2]1[CH2:7][CH2:6][C:5](=[C:8]2[C:14]3[CH:15]=[C:16]([C:19](OCC)=[O:20])[CH:17]=[CH:18][C:13]=3[CH2:12][CH2:11][C:10]3[CH:24]=[CH:25][CH:26]=[CH:27][C:9]2=3)[CH2:4][CH2:3]1.[H-].[H-].[H-].[H-].[Li+].[Al+3].[Cl-].[NH4+].S([O-])([O-])(=O)=O.[Mg+2]>CCOCC>[CH3:1][N:2]1[CH2:3][CH2:4][C:5](=[C:8]2[C:14]3[CH:15]=[C:16]([CH2:19][OH:20])[CH:17]=[CH:18][C:13]=3[CH2:12][CH2:11][C:10]3[CH:24]=[CH:25][CH:26]=[CH:27][C:9]2=3)[CH2:6][CH2:7]1 |f:1.2.3.4.5.6,7.8,9.10|. The yield is 48.7%. Procedure: A solution of 5.3 g of the ethyl ester from Step A in 200 ml of ether was added dropwise over about 30 minutes to a stirred mixture of 0.53 g of LiAlH4 and 50 ml of ether. After the addition was complete the mixture was stirred 1 hour at ambient temperature, warmed to reflux and allowed to cool spontaneously to ambient temperature. With vigorous stirring a saturated aqueous solution of ammonium chloride was added slowly until a granular precipitate and a clear ether phase formed. Anhydrous magne... The reactants are C(=O)(O)[O-].[Na+] (NaHCO3), PdCl2(Ph3P)3, BrC=1C=C(C=CC1)NC1=CC(=NC2=CC=CC=C12)C ((3-Bromophenyl)-(2-methylquinolin-4-yl)amine), 72. The solvent is C1(=CC=CC=C1)C (toluene), CCO (EtOH). Conditions: temperature 80 celsius. The product is CC1=NC2=CC=CC=C2C(=C1)NC=1C=C(C=CC1)C1=CC(=CC=C1)C=O (3′-(2-Methylquinolin-4-ylamino)biphenyl-3-carbaldehyde). The yield is 68.9%. Reaction SMILES: Br[C:2]1[CH:3]=[C:4]([NH:8][C:9]2[C:18]3[C:13](=[CH:14][CH:15]=[CH:16][CH:17]=3)[N:12]=[C:11]([CH3:19])[CH:10]=2)[CH:5]=[CH:6][CH:7]=1.[C:20]([O-:23])(O)=O.[Na+]>C1(C)C=CC=CC=1.CCO>[CH3:19][C:11]1[CH:10]=[C:9]([NH:8][C:4]2[CH:3]=[C:2]([C:2]3[CH:3]=[CH:4][CH:5]=[C:6]([CH:20]=[O:23])[CH:7]=3)[CH:7]=[CH:6][CH:5]=2)[C:18]2[C:13](=[CH:14][CH:15]=[CH:16][CH:17]=2)[N:12]=1 |f:1.2|. Procedure details: To a suspension of 71 (294 mg, 0.94 mmol) in toluene (9.6 mL) under N2 were sequentially added saturated NaHCO3 (aq. 3.8 mL), a solution of 72 (199 mg, 1.33 mmol) in EtOH (6.7 mL), and PdCl2(Ph3P)3 (32 mg, 0.046 mmol). The reaction was heated at 80° C. for 21 hours before it was allowed to cool to room temperature. The reaction mixture was extracted with ethyl acetate (40 mL) and washed with water (15 mL), brine (15 mL). The ethyl acetate extracts were dried over anhydrous magnesium sulfate and ... Reactants: ClCCl, CCN(C(C)C)C(C)C, COCCl, CCOC(=O)C(C)(C)C(O)c1ccccc1. The product is CCOC(=O)C(C)(C)C(OCOC)c1ccccc1. RXN SMILES: [CH2:30]([Cl:31])[Cl:32].[CH:1]([N:2]([CH:3]([CH3:4])[CH3:5])[CH2:6][CH3:7])([CH3:8])[CH3:9].[Cl:10][CH2:11][O:12][CH3:13].[OH:14][CH:15]([C:16]([C:17](=[O:18])[O:19][CH2:20][CH3:21])([CH3:22])[CH3:23])[c:24]1[cH:25][cH:26][cH:27][cH:28][cH:29]1>>[CH2:11]([O:12][CH3:13])[O:14][CH:15]([C:16]([C:17](=[O:18])[O:19][CH2:20][CH3:21])([CH3:22])[CH3:23])[c:24]1[cH:25][cH:26][cH:27][cH:28][cH:29]1. Starting materials: C(\C=C/C(=O)O)(=O)O.CC=1SC(=C2C1CCC=C2C=2N=CNC2)C (4-(1,3-Dimethyl-6,7-dihydrobenzo[c]thiophene-4-yl)-1H-imidazole(Z)-2-Butenedioate), C(C)(C)(C)C1=NC(=CC(=C1)C)C(C)(C)C (2,6-di-t-butyl-4-methyl pyridine), FC(S(=O)(=O)OS(=O)(=O)C(F)(F)F)(F)F (trifluoromethanesulfonic anhydride). The solvent is ClC(C)Cl (dichloroethane). Run at time 8 hour. The product is FC(S(=O)(=O)OC1=CCCC2=C(SC(=C21)C)C)(F)F (1,3-dimethyl-6,7-dihydrobenzo[c]thiophen-4-yl trifluoromethanesulfonate). Isolated yield 46.0%. As a reaction SMILES: C(O)(=O)/C=C\C(O)=O.[CH3:9][C:10]1[S:11][C:12]([CH3:24])=[C:13]2[C:18](C3N=CNC=3)=[CH:17][CH2:16][CH2:15][C:14]=12.C(C1C=C(C)C=C(C(C)(C)C)N=1)(C)(C)C.[F:40][C:41]([F:54])([F:53])[S:42]([O:45]S(C(F)(F)F)(=O)=O)(=[O:44])=[O:43]>ClC(Cl)C>[F:40][C:41]([F:54])([F:53])[S:42]([O:45][C:18]1[C:13]2[C:14](=[C:10]([CH3:9])[S:11][C:12]=2[CH3:24])[CH2:15][CH2:16][CH:17]=1)(=[O:44])=[O:43] |f:0.1|. Procedure: Alternatively, a key intermediate for the preparation of Cp-4 was obtained by the following method. A solution of 1,3-dimethyl-4-keto-4,5,6,7-tetrahydrothionaphthene (3.78 g, 21 mmol) in dichloroethane was treated with 2,6-di-t-butyl-4-methyl pyridine (5.3 g, 26 mmol) at 0° C. under nitrogen atmosphere. After 15 min trifluoromethanesulfonic anhydride (4.11 mL, 24 mmol) was added dropwise to the reaction and stirred overnight at room temperature under nitrogen. The solvent was evaporated in vacuo... Starting materials: OC1=C(C#N)C=CC=C1 (2-hydroxybenzonitrile), ICCCC (1-iodobutane), C(C)(C)(C)NO (N-tert-butylhydroxylamine). Product: C(CCC)OC1=C(C=CC=C1)C=[N+]([O-])C(C)(C)C (α-(2-n-Butoxyphenyl)-N-tert-butylnitrone). Reaction SMILES: [OH:1][C:2]1[CH:9]=[CH:8][CH:7]=[CH:6][C:3]=1[C:4]#N.I[CH2:11][CH2:12][CH2:13][CH3:14].[C:15]([NH:19][OH:20])([CH3:18])([CH3:17])[CH3:16]>>[CH2:11]([O:1][C:2]1[CH:9]=[CH:8][CH:7]=[CH:6][C:3]=1[CH:4]=[N+:19]([C:15]([CH3:18])([CH3:17])[CH3:16])[O-:20])[CH2:12][CH2:13][CH3:14]. Procedure details: The title compound was prepared according to the procedure described in Example 28 using 2-hydroxybenzonitrile, 1-iodobutane and N-tert-butylhydroxylamine. The title compound was isolated in 77.4% overall yield as a viscous oil.